Dataset: the Open Reaction Database (ORD), a public repository of structured organic reaction records. Task: describe an organic reaction: reactants, conditions, products, and yield Starting materials: C(C)(C)(C)OC(NC1=C(C=C(C(=C1)OCC)C(F)(F)F)N)=O ([2-amino-5-ethoxy-4-trifluoromethyl-phenyl]-carbamic acid tert-butyl ester), C(C)(C)(C)OC(CC(=O)C1=CC(=CC=C1)C1=CC(=NC=C1)C(C)C)=O (3-[3-(2-isopropyl-pyridin-4-yl)-phenyl]-3-oxo-propionic acid tert-butyl ester). The product is C(C)(C)(C)OC(NC1=C(C=C(C(=C1)OCC)C(F)(F)F)NC(CC(=O)C1=CC(=CC=C1)C1=CC(=NC=C1)C(C)C)=O)=O (5-Ethoxy-[2-{3-[3-(2-isopropyl-pyridin-4-yl)-phenyl]-3-oxo-propionylamino}-4-trifluoromethyl-phenyl]-carbamic acid tert-butyl ester), solid. Yield: 77.0%. RXN SMILES: [C:1]([O:5][C:6](=[O:22])[NH:7][C:8]1[CH:13]=[C:12]([O:14][CH2:15][CH3:16])[C:11]([C:17]([F:20])([F:19])[F:18])=[CH:10][C:9]=1[NH2:21])([CH3:4])([CH3:3])[CH3:2].C([O:27][C:28](=O)[CH2:29][C:30]([C:32]1[CH:37]=[CH:36][CH:35]=[C:34]([C:38]2[CH:43]=[CH:42][N:41]=[C:40]([CH:44]([CH3:46])[CH3:45])[CH:39]=2)[CH:33]=1)=[O:31])(C)(C)C>>[C:1]([O:5][C:6](=[O:22])[NH:7][C:8]1[CH:13]=[C:12]([O:14][CH2:15][CH3:16])[C:11]([C:17]([F:20])([F:19])[F:18])=[CH:10][C:9]=1[NH:21][C:28](=[O:27])[CH2:29][C:30]([C:32]1[CH:37]=[CH:36][CH:35]=[C:34]([C:38]2[CH:43]=[CH:42][N:41]=[C:40]([CH:44]([CH3:45])[CH3:46])[CH:39]=2)[CH:33]=1)=[O:31])([CH3:2])([CH3:3])[CH3:4]. Procedure: The title compound was prepared from [2-amino-5-ethoxy-4-trifluoromethyl-phenyl]-carbamic acid tert-butyl ester (Example J6) (240 mg, 0.75 mmol) and 3-[3-(2-isopropyl-pyridin-4-yl)-phenyl]-3-oxo-propionic acid tert-butyl ester (Example K39) (255 mg, 0.75 mmol) according to the general procedure M. Obtained as an off-white solid (340 mg, 77%). Reactants: CC(C)C[Al+]CC(C)C, CCOC(=O)c1cnoc1-c1ccc(F)c(Cl)c1, Cl, [H-], C1CCOC1. Product: OCc1cnoc1-c1ccc(F)c(Cl)c1. As a reaction SMILES: [CH2:20]([Al+:21][CH2:22][CH:23]([CH3:24])[CH3:25])[CH:26]([CH3:27])[CH3:28].[Cl:1][c:2]1[cH:3][c:4](-[c:9]2[c:10]([C:14](=[O:15])[O:16][CH2:17][CH3:18])[cH:11][n:12][o:13]2)[cH:5][cH:6][c:7]1[F:8].[ClH:29].[H-:19].[O:30]1[CH2:31][CH2:32][CH2:33][CH2:34]1>>[Cl:1][c:2]1[cH:3][c:4](-[c:9]2[c:10]([CH2:14][OH:15])[cH:11][n:12][o:13]2)[cH:5][cH:6][c:7]1[F:8]. The reactants are O=C(O)Cc1ccc(Br)cc1, C=CC(=O)OCC, C=CC(=O)OC(C)(C)C, CN(C)C=O, CCN(C(C)C)C(C)C, Cl, CC(=O)[O-], CC(=O)[O-], [Pd+2], c1ccc(P(c2ccccc2)c2ccccc2)cc1. The product is CCOC(=O)C=Cc1ccc(CC(=O)O)cc1. RXN SMILES: [Br:1][c:2]1[cH:3][cH:4][c:5]([CH2:8][C:9](=[O:10])[OH:11])[cH:6][cH:7]1.[C:12]([CH:13]=[CH2:14])(=[O:15])[O:16][CH2:17][CH3:18].[C:19]([O:20][C:21]([CH3:22])([CH3:23])[CH3:24])(=[O:25])[CH:26]=[CH2:27].[CH3:56][N:57]([CH3:58])[CH:59]=[O:60].[CH:47]([N:48]([CH2:49][CH3:50])[CH:51]([CH3:52])[CH3:53])([CH3:54])[CH3:55].[ClH:61].[O-:63][C:64]([CH3:65])=[O:66].[O-:67][C:68]([CH3:69])=[O:70].[Pd+2:62].[c:28]1([P:29]([c:30]2[cH:31][cH:32][cH:33][cH:34][cH:35]2)[c:36]2[cH:37][cH:38][cH:39][cH:40][cH:41]2)[cH:42][cH:43][cH:44][cH:45][cH:46]1>>[c:2]1([CH:14]=[CH:13][C:12](=[O:15])[O:16][CH2:17][CH3:18])[cH:3][cH:4][c:5]([CH2:8][C:9](=[O:10])[OH:11])[cH:6][cH:7]1. The reactants are N[C@H](CO)CCS(=O)(=O)C1=CC=C(C=C1)F ((S)-2-amino-4-(4-fluoro-phenylsulfonyl)-butan-1-ol), N#CBr (cyanogen bromide). Yields the product FC1=CC=C(C=C1)S(=O)(=O)CC[C@@H]1N=C(OC1)N ((S)-4-[2-(4-fluoro-phenylsulfonyl)-ethyl]-4,5-dihydro-oxazol-2-ylamine). Reaction SMILES: [NH2:1][C@@H:2]([CH2:5][CH2:6][S:7]([C:10]1[CH:15]=[CH:14][C:13]([F:16])=[CH:12][CH:11]=1)(=[O:9])=[O:8])[CH2:3][OH:4].[N:17]#[C:18]Br>>[F:16][C:13]1[CH:12]=[CH:11][C:10]([S:7]([CH2:6][CH2:5][C@H:2]2[CH2:3][O:4][C:18]([NH2:17])=[N:1]2)(=[O:9])=[O:8])=[CH:15][CH:14]=1. Reported procedure: In analogy to example 1d (S)-2-amino-4-(4-fluoro-phenylsulfonyl)-butan-1-ol was reacted with cyanogen bromide to give (S)-4-[2-(4-fluoro-phenylsulfonyl)-ethyl]-4,5-dihydro-oxazol-2-ylamine. Colourless oil. MS (ISP): 273.1 ([M+H]+). Starting materials: CC(C)(C)c1ccccc1, CN(C)c1ccncc1, O=C(c1cccs1)N(CC1C2CNCC21)c1ccc(N2CCOCC2)c(F)c1, CCN(C(C)C)C(C)C, O=S(=O)(Cl)Cl. Product: CC(C)(C)c1ccc(S(=O)(=O)N2CC3C(CN(C(=O)c4cccs4)c4ccc(N5CCOCC5)c(F)c4)C3C2)cc1. RXN SMILES: [C:43]([CH3:44])([CH3:45])([CH3:46])[c:47]1[cH:48][cH:49][cH:50][cH:51][cH:52]1.[CH3:53][N:54]([c:55]1[cH:56][cH:57][n:58][cH:59][cH:60]1)[CH3:61].[CH:1]12[CH2:2][NH:3][CH2:4][CH:5]1[CH:6]2[CH2:7][N:8]([C:9](=[O:10])[c:11]1[s:12][cH:13][cH:14][cH:15]1)[c:16]1[cH:17][c:18]([F:28])[c:19]([N:22]2[CH2:23][CH2:24][O:25][CH2:26][CH2:27]2)[cH:20][cH:21]1.[CH:29]([N:30]([CH2:31][CH3:32])[CH:33]([CH3:34])[CH3:35])([CH3:36])[CH3:37].[S:38](=[O:39])(=[O:40])([Cl:41])[Cl:42]>>[CH:1]12[CH2:2][N:3]([S:38](=[O:39])(=[O:40])[c:50]3[cH:49][cH:48][c:47]([C:43]([CH3:44])([CH3:45])[CH3:46])[cH:52][cH:51]3)[CH2:4][CH:5]1[CH:6]2[CH2:7][N:8]([C:9](=[O:10])[c:11]1[s:12][cH:13][cH:14][cH:15]1)[c:16]1[cH:17][c:18]([F:28])[c:19]([N:22]2[CH2:23][CH2:24][O:25][CH2:26][CH2:27]2)[cH:20][cH:21]1.